This data is from the Open Reaction Database (ORD), a public repository of structured organic reaction records. The task is: describe an organic reaction: reactants, conditions, products, and yield Reactants: CC1=NOC(=C1)CC(=O)O ((3-methyl-1,2-oxazol-5-yl)acetic acid), O=S(Cl)Cl (SOCl2), CO (methanol). Run at temperature 50 celsius, time 4 hour. The product is CC1=NOC(=C1)CC(=O)OC (Methyl (3-methyl-1,2-oxazol-5-yl)acetate). Isolated yield 92.0%. RXN SMILES: [CH3:1][C:2]1[CH:6]=[C:5]([CH2:7][C:8]([OH:10])=[O:9])[O:4][N:3]=1.O=S(Cl)Cl.[CH3:15]O>>[CH3:1][C:2]1[CH:6]=[C:5]([CH2:7][C:8]([O:10][CH3:15])=[O:9])[O:4][N:3]=1. Procedure: To a 50 mL RB flask fitted with magnetic stirrer was charged with 10 mL of methanol. To the stirred solvent was added (3-methyl-1,2-oxazol-5-yl)acetic acid (1 g, 7 mmol), was added drop wise SOCl2 (1.25 g, 10.5 mmol) to the reaction mixture at 0° C. and stirred at 50° C. for 4 h. After completion of the reaction, the reaction mixture was concentrated to distill off the solvent; water (25 mL) was added and extracted with ethyl acetate (25 mL). The organic layer was washed with saturated NaHCO3 so... Starting materials: O (water), ClC(=O)OC1=CC=C(C=C1)[N+](=O)[O-] (4-nitrophenyl chloroformate), C(C)NCC (diethylamine), C(C)O\C(\C(=O)OCC)=C/C1=CC=C(C=C1)C1=CC(=CC=C1)NC (ethyl (Z)-2-ethoxy-3-(3′-methylaminobiphenyl-4-yl)acrylate). Run in ClCCl (dichloromethane). Conditions: time 30 minute. The product is C(C)O\C(\C(=O)OCC)=C/C1=CC=C(C=C1)C1=CC(=CC=C1)N(C(=O)OC1=CC=C(C=C1)[N+](=O)[O-])C (ethyl (Z)-2-ethoxy-3-{3′-[methyl-(4-nitrophenoxycarbonyl)amino]biphenyl-4-yl}acrylate). Isolated yield 126.2%. RXN SMILES: Cl[C:2]([O:4][C:5]1[CH:10]=[CH:9][C:8]([N+:11]([O-:13])=[O:12])=[CH:7][CH:6]=1)=[O:3].C(NCC)C.[CH2:19]([O:21]/[C:22](=[CH:28]\[C:29]1[CH:34]=[CH:33][C:32]([C:35]2[CH:40]=[CH:39][CH:38]=[C:37]([NH:41][CH3:42])[CH:36]=2)=[CH:31][CH:30]=1)/[C:23]([O:25][CH2:26][CH3:27])=[O:24])[CH3:20].O>ClCCl>[CH2:19]([O:21]/[C:22](=[CH:28]\[C:29]1[CH:34]=[CH:33][C:32]([C:35]2[CH:40]=[CH:39][CH:38]=[C:37]([N:41]([CH3:42])[C:2]([O:4][C:5]3[CH:10]=[CH:9][C:8]([N+:11]([O-:13])=[O:12])=[CH:7][CH:6]=3)=[O:3])[CH:36]=2)=[CH:31][CH:30]=1)/[C:23]([O:25][CH2:26][CH3:27])=[O:24])[CH3:20]. Procedure: 0.63 g (3.1 mmol) of 4-nitrophenyl chloroformate and then 0.54 mL (3.1 mmol) of diethylamine are added to a solution of 0.68 g (2.1 mmol) of ethyl (Z)-2-ethoxy-3-(3′-methylaminobiphenyl-4-yl)acrylate in 15 mL of dichloromethane. The reaction mixture is stirred for 1 hour 30 minutes at room temperature. The reaction is worked up by addition of 10 mL of water and then extracted with dichloromethane. The organic phases are combined and then dried over magnesium sulfate. The solvents are evaporated ... Reactants: [OH-].[Na+] (NaOH), O1CCOC12CCC(CC2)C=2N=CC(=NC2)N (5-(1,4-dioxaspiro[4.5]decan-8-yl)pyrazin-2-amine), C(C)#N (acetonitrile), Cl (HCl). The solvent is C(C)(=O)OCC (ethyl acetate), O (water). Reaction conditions: time 30 minute. The product is NC=1N=CC(=NC1)C1CCC(CC1)=O (4-(5-aminopyrazin-2-yl)cyclohexanone). The yield is 79.6%. RXN SMILES: O1[C:5]2([CH2:10][CH2:9][CH:8]([C:11]3[N:12]=[CH:13][C:14]([NH2:17])=[N:15][CH:16]=3)[CH2:7][CH2:6]2)[O:4]CC1.C(#N)C.Cl.[OH-].[Na+]>C(OCC)(=O)C.O>[NH2:17][C:14]1[N:15]=[CH:16][C:11]([CH:8]2[CH2:7][CH2:6][C:5](=[O:4])[CH2:10][CH2:9]2)=[N:12][CH:13]=1 |f:3.4|. Reported procedure: To 5-(1,4-dioxaspiro[4.5]decan-8-yl)pyrazin-2-amine (8.68 g, 45.4 mmol) was added acetonitrile (368 mL), water (245 mL) and 3M HCl (76 mL). The reaction was stirred at room temperature for 30 min. The reaction was basified with excess 1M NaOH, and then diluted with of ethyl acetate. The organic layer was separated. The aqueous layer was extracted well with EtOAc/2-methyl THF (1:1) three times. Organic layers were combined and dried over Na2SO4, filtered and concentrated to give 6.91 g of product... Reactants: CC(=O)C1=CC(=C(C=C1)Cl)[N+](=O)[O-] (4-chloro-3-nitroacetophenone), CC(CCN)C (3-methylbutyl amine). Product: CC(CCNC1=C(C=C(C=C1)C(C)=O)[N+](=O)[O-])C (1-[4-(3-methyl-butylamino)-3-nitro-phenyl]-ethanone), compound 282. As a reaction SMILES: [CH3:1][C:2]([C:4]1[CH:9]=[CH:8][C:7](Cl)=[C:6]([N+:11]([O-:13])=[O:12])[CH:5]=1)=[O:3].[CH3:14][CH:15]([CH3:19])[CH2:16][CH2:17][NH2:18]>>[CH3:14][CH:15]([CH3:19])[CH2:16][CH2:17][NH:18][C:7]1[CH:8]=[CH:9][C:4]([C:2](=[O:3])[CH3:1])=[CH:5][C:6]=1[N+:11]([O-:13])=[O:12]. Reported procedure: 4-chloro-3-nitroacetophenone was treated with 3-methylbutyl amine to give 1-[4-(3-methyl-butylamino)-3-nitro-phenyl]-ethanone, compound 282. The reactants are C1(=CC=CC=C1)C (toluene), CC(C)(C1=CC(=CC(=C1)Cl)Cl)N(C(CC1=CC=CC=C1)=O)C(C(C)=O)C (N-[1-methyl-1-(3,5-dichlorophenyl)ethyl]-N-(1-methyl-2-oxopropyl)-2-phenylacetamide), 1,8-diazabicyclo[5.4.0]undecene-7. Solvent: O (water). Reaction conditions: time 1 hour. The product is CC(C)(C1=CC(=CC(=C1)Cl)Cl)N1C(C(=C(C1C)C)C1=CC=CC=C1)=O (1-[1-methyl-1-(3,5-dichlorophenyl)ethyl]-4,5-dimethyl-3-phenyl-3-pyrroline-2-one). Isolated yield 52.4%. RXN SMILES: C1(C)C=CC=CC=1.[CH3:8][C:9]([N:19]([CH:29]([CH3:33])[C:30](=O)[CH3:31])[C:20](=[O:28])[CH2:21][C:22]1[CH:27]=[CH:26][CH:25]=[CH:24][CH:23]=1)([C:11]1[CH:16]=[C:15]([Cl:17])[CH:14]=[C:13]([Cl:18])[CH:12]=1)[CH3:10]>O>[CH3:8][C:9]([N:19]1[CH:29]([CH3:33])[C:30]([CH3:31])=[C:21]([C:22]2[CH:27]=[CH:26][CH:25]=[CH:24][CH:23]=2)[C:20]1=[O:28])([C:11]1[CH:16]=[C:15]([Cl:17])[CH:14]=[C:13]([Cl:18])[CH:12]=1)[CH3:10]. Procedure details: To 15 ml of toluene were added 2.2 g of N-[1-methyl-1-(3,5-dichlorophenyl)ethyl]-N-(1-methyl-2-oxopropyl)-2-phenylacetamide and 3.5 g of 1,8-diazabicyclo[5.4.0]undecene-7 (DBU), followed by stirring at room temperature for 1 hour. After water was added, the solution was extracted with ethyl acetate, and then dried over anhydrous sodium sulfate. After the solvent was distilled off, the solution was subjected to silica gel column chromatography to obtain 1.1 g of the desired 1-[1-methyl-1-(3,5-dic... Reactants: Cl.O=S1(C[C@@H](CC1)N)=O ((R)-1,1-dioxo-tetrahydro-1λ6-thiophen-3-ylamine hydrochloride), CCN(C(C)C)C(C)C (DIPEA), FC(S(=O)(=O)OC1=C(C=C(C=C1[N+](=O)[O-])Cl)F)(F)F (4-chloro-2-fluoro-6-nitrophenyl trifluoromethanesulfonate). Solvent: O (water), C1CCOC1 (THF). Reaction conditions: time 48 hour. The product is ClC1=CC(=C(C(=C1)[N+](=O)[O-])N[C@H]1CS(CC1)(=O)=O)F ((4-chloro-2-fluoro-6-nitrophenyl)-((R)-1,1-dioxo-tetrahydro-1λ6-thiophen-3-yl)-amine). The yield is 5.6%. Reaction SMILES: Cl.[O:2]=[S:3]1(=[O:9])[CH2:7][CH2:6][C@@H:5]([NH2:8])[CH2:4]1.CCN(C(C)C)C(C)C.FC(F)(F)S(O[C:25]1[C:30]([N+:31]([O-:33])=[O:32])=[CH:29][C:28]([Cl:34])=[CH:27][C:26]=1[F:35])(=O)=O>C1COCC1.O>[Cl:34][C:28]1[CH:29]=[C:30]([N+:31]([O-:33])=[O:32])[C:25]([NH:8][C@@H:5]2[CH2:6][CH2:7][S:3](=[O:9])(=[O:2])[CH2:4]2)=[C:26]([F:35])[CH:27]=1 |f:0.1|. Procedure: To a solution of (R)-1,1-dioxo-tetrahydro-1λ6-thiophen-3-ylamine hydrochloride (9.0 g, 52.43 mmol) in 400 mL of THF was added DIPEA (27.0 g, 210 mmol), followed by addition of a solution of 4-chloro-2-fluoro-6-nitrophenyl trifluoromethanesulfonate (20.36 g, 62.92 mmol). After being stirred at RT for 48 hours, the resulting mixture was diluted with water, and then extracted with EtOAc. The organic layer was washed by brine, and then dried over anhydrous Na2SO4, then filtered and concentrated. The...